This data is from the Open Reaction Database (ORD), a public repository of structured organic reaction records. The task is: describe an organic reaction: reactants, conditions, products, and yield The reactants are O=C([O-])[O-], CN(C)C=O, O=[N+]([O-])c1ccc(F)cc1, [K+], [K+], O, CC(=O)c1cccc(S)c1. Yields the product CC(=O)c1cccc(Sc2ccc([N+](=O)[O-])cc2)c1. Reaction SMILES: [C:11](=[O:12])([O-:13])[O-:14].[CH3:28][N:29]([CH3:30])[CH:31]=[O:32].[F:17][c:18]1[cH:19][cH:20][c:21]([N+:24](=[O:25])[O-:26])[cH:22][cH:23]1.[K+:15].[K+:16].[OH2:27].[SH:1][c:2]1[cH:3][c:4]([C:8]([CH3:9])=[O:10])[cH:5][cH:6][cH:7]1>>[S:1]([c:2]1[cH:3][c:4]([C:8]([CH3:9])=[O:10])[cH:5][cH:6][cH:7]1)[c:18]1[cH:19][cH:20][c:21]([N+:24](=[O:25])[O-:26])[cH:22][cH:23]1. Starting materials: OCc1ccc(OCCc2ccccc2)c(Br)n1, C=CC(=O)OCCCC, CCCC[N+](CCCC)(CCCC)CCCC, CC(=O)[O-], [I-], [K+], CN(C)C=O, O. Yields the product CCCCOC(=O)C=Cc1nc(CO)ccc1OCCc1ccccc1. RXN SMILES: [Br:1][c:2]1[n:3][c:4]([CH2:17][OH:18])[cH:5][cH:6][c:7]1[O:8][CH2:9][CH2:10][c:11]1[cH:12][cH:13][cH:14][cH:15][cH:16]1.[C:24]([CH:25]=[CH2:26])(=[O:27])[O:28][CH2:29][CH2:30][CH2:31][CH3:32].[CH2:40]([N+:41]([CH2:42][CH2:43][CH2:44][CH3:45])([CH2:46][CH2:47][CH2:48][CH3:49])[CH2:50][CH2:51][CH2:52][CH3:53])[CH2:54][CH2:55][CH3:56].[CH3:20][C:21](=[O:22])[O-:23].[I-:39].[K+:19].[O:33]=[CH:34][N:35]([CH3:36])[CH3:37].[OH2:38]>>[c:2]1([CH:26]=[CH:25][C:24](=[O:27])[O:28][CH2:29][CH2:30][CH2:31][CH3:32])[n:3][c:4]([CH2:17][OH:18])[cH:5][cH:6][c:7]1[O:8][CH2:9][CH2:10][c:11]1[cH:12][cH:13][cH:14][cH:15][cH:16]1. Reactants: BrCCCCCCCCOc1ccc(-c2ccc(Br)cc2)cc1, CN(C)C=O, CCOC(C)=O, C[O-], [Na+], C1CCOC1, O. Product: COCCCCCCCCOc1ccc(-c2ccc(Br)cc2)cc1. As a reaction SMILES: [Br:1][CH2:2][CH2:3][CH2:4][CH2:5][CH2:6][CH2:7][CH2:8][CH2:9][O:10][c:11]1[cH:12][cH:13][c:14](-[c:17]2[cH:18][cH:19][c:20]([Br:23])[cH:21][cH:22]2)[cH:15][cH:16]1.[CH3:24][N:25]([CH:26]=[O:27])[CH3:28].[CH3:34][CH2:35][O:36][C:37](=[O:38])[CH3:39].[CH3:40][O-:41].[Na+:42].[O:29]1[CH2:30][CH2:31][CH2:32][CH2:33]1.[OH2:43]>>[CH2:2]([CH2:3][CH2:4][CH2:5][CH2:6][CH2:7][CH2:8][CH2:9][O:10][c:11]1[cH:12][cH:13][c:14](-[c:17]2[cH:18][cH:19][c:20]([Br:23])[cH:21][cH:22]2)[cH:15][cH:16]1)[O:27][CH3:26]. Reactants: Cl (HCl), ice water, aqueous solution, C([O-])(O)=O.[Na+] (sodium bicarbonate), SC=1NC(=NN1)CC(=O)[O-] (2-(2-mercapto-1,3,4-triazol-5-yl)acetate), O (water), CC(=O)OCC1=C(N2[C@@H]([C@@H](C2=O)NC(=O)CC3=CC=CS3)SC1)C(=O)O (7-(2-thienylacetamido)cephalosporanic acid). The solvent is [Na] (sodium). Product: S1C(=CC=C1)CC(=O)NC1[C@@H]2N(C(=C(CS2)CSC=2NC(=NN2)CC(=O)O)C(=O)O)C1=O (7-(2-thienylacetamido)-3-(5-carboxymethyl-1,3,4-triazol-2-yl)thiomethyl-3-cephem-4-carboxylic acid). Reaction SMILES: C(=O)(O)[O-].[Na+].[SH:6][C:7]1[NH:8][C:9]([CH2:12][C:13]([O-:15])=[O:14])=[N:10][N:11]=1.O.Cl.CC(O[CH2:22][C:23]1[CH2:40][S:39][C@@H:26]2[C@H:27]([NH:30][C:31]([CH2:33][C:34]3[S:38][CH:37]=[CH:36][CH:35]=3)=[O:32])[C:28](=[O:29])[N:25]2[C:24]=1[C:41]([OH:43])=[O:42])=O>[Na]>[S:38]1[CH:37]=[CH:36][CH:35]=[C:34]1[CH2:33][C:31]([NH:30][CH:27]1[C:28](=[O:29])[N:25]2[C:24]([C:41]([OH:43])=[O:42])=[C:23]([CH2:22][S:6][C:7]3[NH:8][C:9]([CH2:12][C:13]([OH:15])=[O:14])=[N:10][N:11]=3)[CH2:40][S:39][C@H:26]12)=[O:32] |f:0.1,^1:43|. Procedure: 12 ml of a 0.5N aqueous solution of sodium bicarbonate was dissolved in a mixture of 836 mg of the sodium salt of 7-(2-thienylacetamido)cephalosporanic acid, 480 mg of 2-(2-mercapto-1,3,4-triazol-5-yl)acetate and 5 ml of water. The resulting solution was heated to a temperature of 62° to 65° C. for 5.5 hours. After completion of the reaction, 10 ml of ice-water was added to the reaction mixture, and 8 ml of 1N HCl was slowly added thereto under ice-cooling and stirring. The precipitated white ma... Starting materials: C(C)(C)C1(C(N=C(N1)C1=NC=C(C=C1C(=O)O)CC)=O)C (2-(5-isopropyl-5-methyl-4-oxoimidazolin-2-yl)-5-ethylpyridine-3-carboxylic acid), CC(C)([O-])C.[K+] (potassium tert.-butoxide), [K] (potassium), CC(C)([O-])C.[K+] (potassium tert.-butoxide), C(C)OC(=O)C1=NC(=C(C=C1C(=O)OCC)C)COC (6-methoxymethyl-5-methylpyridine-2,3-dicarboxylic acid diethyl ester), NC(C(=O)N)(C(C)C)C (2-amino-2,3-dimethylbutyramide). Run in C1(=CC=CC=C1)C (toluene). The product is COC1=C(C=C(C(=N1)C=1NC(C(N1)=O)(C)C(C)C)C(=O)O)C (6-methoxy-5-methyl-2-(5-isopropyl-5-methyl-4-oxoimidazolin-2-yl)-pyridine-3-carboxylic acid). Reaction SMILES: C[C:2](C)([O-:4])C.[K+].C(OC(C1C(C(OCC)=O)=CC(C)=C(COC)N=1)=O)C.NC(C)(C(C)C)C(N)=O.[K].[CH:37]([C:40]1([CH3:57])[NH:44][C:43]([C:45]2[C:50]([C:51]([OH:53])=[O:52])=[CH:49][C:48]([CH2:54]C)=[CH:47][N:46]=2)=[N:42][C:41]1=[O:56])([CH3:39])[CH3:38]>C1(C)C=CC=CC=1>[CH3:2][O:4][C:47]1[N:46]=[C:45]([C:43]2[NH:44][C:40]([CH:37]([CH3:39])[CH3:38])([CH3:57])[C:41](=[O:56])[N:42]=2)[C:50]([C:51]([OH:53])=[O:52])=[CH:49][C:48]=1[CH3:54] |f:0.1,^1:35|. Procedure: 5 g of potassium tert.-butoxide are added in portions at a temperature of 80° C. to a solution of 5.7 g of 6-methoxymethyl-5-methylpyridine-2,3-dicarboxylic acid diethyl ester and 2.6 g of 2-amino-2,3-dimethylbutyramide in 200 ml of dry toluene while stirring. Once the addition of the potassium tert.-butoxide is complete, the resulting red solution is stirred for 2 hours at 80° C., the potassium salt of 2-(5-isopropyl-5-methyl-4-oxoimidazolin-2-yl)-5-ethylpyridine-3-carboxylic acid being deposit... Reactants: C(C)(=O)O[C@@H]1C(O)O[C@H]([C@H]([C@H]1OC(C)=O)OC(C)=O)C (2,3,4-tri-O-acetyl-L-fucopyranose), ClC(C#N)(Cl)Cl (trichloroacetonitrile), C([O-])([O-])=O.[K+].[K+] (potassium carbonate). Run in ClCCl (dichloromethane). Conditions: time 4 hour. Yields the product ClC(C(O[C@@H]1[C@@H](OC(C)=O)[C@H](OC(C)=O)[C@H](OC(C)=O)[C@@H](O1)C)=N)(Cl)Cl (O-(2,3,4-tri-O-acetyl-β-L-fucopyranosyl) trichloroacetimidate). The yield is 76.0%. As a reaction SMILES: [C:1]([O:4][C@H:5]1[C@H:11]([O:12][C:13](=[O:15])[CH3:14])[C@H:10]([O:16][C:17](=[O:19])[CH3:18])[C@H:9]([CH3:20])[O:8][CH:6]1[OH:7])(=[O:3])[CH3:2].[Cl:21][C:22]([Cl:26])([Cl:25])[C:23]#[N:24].C(=O)([O-])[O-].[K+].[K+]>ClCCl>[Cl:21][C:22]([Cl:26])([Cl:25])[C:23](=[NH:24])[O:7][C@H:6]1[O:8][C@@H:9]([CH3:20])[C@@H:10]([O:16][C:17](=[O:19])[CH3:18])[C@@H:11]([O:12][C:13](=[O:15])[CH3:14])[C@@H:5]1[O:4][C:1](=[O:3])[CH3:2] |f:2.3.4|. Procedure details: A mixture of 2,3,4-tri-O-acetyl-L-fucopyranose (anomer mixture) (0.85 g, 2.93 mmol), trichloroacetonitrile (3 ml, 30 mmol) and potassium carbonate (2.73 g, 19.7 mmol) in dry dichloromethane (12 ml) is stirred under nitrogen at room temperature for about 4 h. After filtration through kieselguhr, the solvent is removed. After chromatographic purification (petroleum ether/diethyl ether 2:5), a mixture of O-(2,3,4-tri-O-acetyl-α-L-fucopyranosyl) trichloroacetimidate (3) and O-(2,3,4-tri-O-acetyl-β-L...